Dataset: the Open Reaction Database (ORD), a public repository of structured organic reaction records. Task: describe an organic reaction: reactants, conditions, products, and yield Reactants: BrCCc1ccccc1, [H-], [Na+], CN(C)C=O, CCOP([O-])OCC. Yields the product CCOP(=O)(CCc1ccccc1)OCC. As a reaction SMILES: [CH2:11]([CH2:12][c:13]1[cH:14][cH:15][cH:16][cH:17][cH:18]1)[Br:19].[H-:9].[Na+:10].[O:20]=[CH:21][N:22]([CH3:23])[CH3:24].[P:1]([O:2][CH2:3][CH3:4])([O:5][CH2:6][CH3:7])[O-:8]>>[P:1]([O:2][CH2:3][CH3:4])([O:5][CH2:6][CH3:7])(=[O:8])[CH2:11][CH2:12][c:13]1[cH:14][cH:15][cH:16][cH:17][cH:18]1. Reactants: O (water), C(C)(=O)O (acetic acid), O1CCCC1 (tetrahydrofuran), [Si](C)(C)(C(C)(C)C)OC(/C=C/C1C2C\C(\C(C2CC1)=O)=C/CCCC(=O)OC)C1CCCCC1 (6-[(E)-3-tert-Butyldimethylsilyloxy-3-cyclohexylprop-1-enyl]-3-[(E)-4-methoxycarbonylbutylidene]bicyclo[3,3,0]octane-2-one), (±)-6β-[(E)-3β-tert-butyldimethylsilyloxy-3-cyclohexylprop-1-enyl]-3-[(E)-4-methoxycarbonylbutylidene]bicyclo[3,3,0]octan-2-one, (±)-methyl(5E,13E)-(9S,15S)-6a-oxo-6,9-methano-15-tert-butyldimethylsilyloxy-15-cyclohexyl-16,17,18,19,20-pentanorprosta-5,13-dienoate. Solvent: [Cl-].[Na+] (sodium chloride). Product: C1(CCCCC1)C(/C=C/C1C2C\C(\C(C2CC1)=O)=C/CCCC(=O)OC)O (6-[(E)-3-cyclohexyl-3-hydroxyprop-1-enyl]-3-[(E)-4-methoxycarbonylbutylidene]bicyclo[3,3,0]octan-2-one). Isolated yield 138.1%. As a reaction SMILES: [Si]([O:8][CH:9]([CH:29]1[CH2:34][CH2:33][CH2:32][CH2:31][CH2:30]1)/[CH:10]=[CH:11]/[CH:12]1[CH2:19][CH2:18][CH:17]2[CH:13]1[CH2:14]/[C:15](=[CH:21]\[CH2:22][CH2:23][CH2:24][C:25]([O:27][CH3:28])=[O:26])/[C:16]2=[O:20])(C(C)(C)C)(C)C.O.C(O)(=O)C.O1CCCC1>[Cl-].[Na+]>[CH:29]1([CH:9]([OH:8])/[CH:10]=[CH:11]/[CH:12]2[CH2:19][CH2:18][CH:17]3[CH:13]2[CH2:14]/[C:15](=[CH:21]\[CH2:22][CH2:23][CH2:24][C:25]([O:27][CH3:28])=[O:26])/[C:16]3=[O:20])[CH2:34][CH2:33][CH2:32][CH2:31][CH2:30]1 |f:4.5|. Reported procedure: 6-[(E)-3-tert-Butyldimethylsilyloxy-3-cyclohexylprop-1-enyl]-3-[(E)-4-methoxycarbonylbutylidene]bicyclo[3,3,0]octane-2-one (12 mg), prepared as described in Reference Example 15 and in the form of (±)-6β-[(E)-3β-tert-butyldimethylsilyloxy-3-cyclohexylprop-1-enyl]-3-[(E)-4-methoxycarbonylbutylidene]bicyclo[3,3,0]octan-2-one, otherwise known as (±)-methyl(5E,13E)-(9S,15S)-6a-oxo-6,9-methano-15-tert-butyldimethylsilyloxy-15-cyclohexyl-16,17,18,19,20-pentanorprosta-5,13-dienoate, and a solution of w... Yields the product CC1=CC=C(C=C1)S(=O)(=O)OCC1COC=2C(=C3C=CC=NC3=C(C2)OC)O1 (6-Methoxy-2,3-dihydro[1,4]dioxino[2,3-f]quinolin-2-ylmethyl 4-Methylbenzenesulfonate). Starting materials: C(=O)C=C (acrolein), Cl.CC1=CC=C(C=C1)S(=O)(=O)OC[C@@H]1COC2=C(O1)C=C(C(=C2)OC)N ([(2S)-7-amino-6-methoxy-2,3-dihydro-1,4-benzodioxin-2y]methyl 4-methylbenzenesulfonate hydrochloride), Cl (hydrochloric acid), ClC=1C(C2=CC=CC=C2C(C1Cl)=O)=O (2,3-dichloro-1,4-naphthoquinone), ice water, [OH-].[Na+] (NaOH). Procedure: To 1.50 g (3.73 mmole) of [(2S)-7-amino-6-methoxy-2,3-dihydro-1,4-benzodioxin-2y]methyl 4-methylbenzenesulfonate hydrochloride was added 100 mL of concentrated hydrochloric acid. Then 0.85 g (3.74 mmole) of 2,3-dichloro-1,4-naphthoquinone was added with sufficient ethanol to wash down the solid. The heterogeneous mixture was heated to reflux and a solution of 0.31 g (5.53 mmole) of acrolein in 10 mL of ethanol was added dropwise. Reflux was continued for an additional 1 hour. The mixture was the... Conditions: time 1 hour. Solvent: C(C)O (ethanol), C(C)O (ethanol). Reaction SMILES: Cl.[CH3:2][C:3]1[CH:8]=[CH:7][C:6]([S:9]([O:12][CH2:13][C@H:14]2[O:19][C:18]3[CH:20]=[C:21]([NH2:26])[C:22]([O:24][CH3:25])=[CH:23][C:17]=3[O:16][CH2:15]2)(=[O:11])=[O:10])=[CH:5][CH:4]=1.Cl.Cl[C:29]1[C:30](=O)C2C(C(=O)[C:38]=1Cl)=CC=CC=2.C(C=C)=O.[OH-].[Na+]>C(O)C>[CH3:2][C:3]1[CH:8]=[CH:7][C:6]([S:9]([O:12][CH2:13][CH:14]2[O:19][C:18]3=[C:20]4[C:21](=[C:22]([O:24][CH3:25])[CH:23]=[C:17]3[O:16][CH2:15]2)[N:26]=[CH:30][CH:29]=[CH:38]4)(=[O:10])=[O:11])=[CH:5][CH:4]=1 |f:0.1,5.6|. Reactants: CC(C)([O-])C.[K+] (potassium t-butoxide), C(C1=CC=CC=C1)O (benzyl alcohol), ice water, FC1=C(C=C(C(=O)O)C=C1)C(F)(F)F (4-fluoro-3-trifluoromethylbenzoic acid), Cl (hydrochloric acid). Solvent: CN(C=O)C (N,N-dimethylformamide), CN(C=O)C (N,N-dimethylformamide), CN(C=O)C (N,N-dimethylformamide). Run at time 30 minute. The product is C(C1=CC=CC=C1)OC1=C(C=C(C(=O)O)C=C1)C(F)(F)F (4-benzyloxy-3-trifluoromethylbenzoic acid). Reaction SMILES: CC(C)([O-])C.[K+].[CH2:7]([OH:14])[C:8]1[CH:13]=[CH:12][CH:11]=[CH:10][CH:9]=1.F[C:16]1[CH:24]=[CH:23][C:19]([C:20]([OH:22])=[O:21])=[CH:18][C:17]=1[C:25]([F:28])([F:27])[F:26].Cl>CN(C)C=O>[CH2:7]([O:14][C:16]1[CH:24]=[CH:23][C:19]([C:20]([OH:22])=[O:21])=[CH:18][C:17]=1[C:25]([F:26])([F:28])[F:27])[C:8]1[CH:13]=[CH:12][CH:11]=[CH:10][CH:9]=1 |f:0.1|. Procedure details: To a solution of potassium t-butoxide (27.5 g) in N,N-dimethylformamide (120 ml) was added dropwise a solution of benzyl alcohol (15.9 ml) in N,N-dimethylformamide (60 ml) over min. The mixture was stirred for 30 min, and a solution of 4-fluoro-3-trifluoromethylbenzoic acid (20.0 g) in N,N-dimethylformamide (90 ml) was added under ice-cooling. The mixture was stirred at room temperature for 1 hr, and further at 50° C. for 1 hr. The reaction mixture was added to ice water, and acidified with 1M h... Reactants: crude product, C(C)(C)(C)OC(NC1=C(C=C(C(=C1)C)C(F)(F)F)N)=O ((2-amino-5-methyl-4-trifluoromethyl-phenyl)-carbamic acid tert-butyl ester), C(C)(C)(C)OC(CC(=O)C1=CC(=CC=C1)C1=NC(=NC(=C1)C)NC)=O (3-[3-(6-methyl-2-methylamino-pyrimidin-4-yl)-phenyl]-3-oxo-propionic acid tert-butyl ester). Product: CC1=CC2=C(NC(CC(=N2)C2=CC(=CC=C2)C2=NC(=NC(=C2)C)NC)=O)C=C1C(F)(F)F (7-Methyl-4-[3-(6-methyl-2-methylamino-pyrimidin-4-yl)-phenyl]-8-trifluoromethyl-1,3-dihydro-benzo[b][1,4]diazepin-2-one), solid. As a reaction SMILES: C(OC(=O)[NH:7][C:8]1[CH:13]=[C:12]([CH3:14])[C:11]([C:15]([F:18])([F:17])[F:16])=[CH:10][C:9]=1[NH2:19])(C)(C)C.C(O[C:26](=[O:45])[CH2:27][C:28]([C:30]1[CH:35]=[CH:34][CH:33]=[C:32]([C:36]2[CH:41]=[C:40]([CH3:42])[N:39]=[C:38]([NH:43][CH3:44])[N:37]=2)[CH:31]=1)=O)(C)(C)C>>[CH3:14][C:12]1[C:11]([C:15]([F:16])([F:17])[F:18])=[CH:10][C:9]2[NH:19][C:26](=[O:45])[CH2:27][C:28]([C:30]3[CH:35]=[CH:34][CH:33]=[C:32]([C:36]4[CH:41]=[C:40]([CH3:42])[N:39]=[C:38]([NH:43][CH3:44])[N:37]=4)[CH:31]=3)=[N:7][C:8]=2[CH:13]=1. Procedure details: The title compound was prepared from (2-amino-5-methyl-4-trifluoromethyl-phenyl)-carbamic acid tert-butyl ester (Example J20) (135 mg, 0.5 mmol) and 3-[3-(6-methyl-2-methylamino-pyrimidin-4-yl)-phenyl]-3-oxo-propionic acid tert-butyl ester (Example K48) (171 mg, 0.5 mmol) according to the general procedure M and subsequent treatment of the crude product according to the general procedure N. Obtained as a light yellow solid (82 mg). Reaction SMILES: [C:1]([CH3:2])([CH3:3])([CH3:4])[c:5]1[cH:6][c:7]([C:8](=[O:9])[OH:10])[cH:11][cH:12][c:13]1[OH:14].[CH3:29][OH:30].[Cl:19][O-:20].[I-:18].[Na+:16].[Na+:17].[Na+:21].[Na+:27].[Na+:28].[OH-:15].[S:22]([O-:23])([O-:24])(=[O:25])=[S:26]>>[C:1]([CH3:2])([CH3:3])([CH3:4])[c:5]1[cH:6][c:7]([C:8](=[O:9])[OH:10])[cH:11][c:12]([I:18])[c:13]1[OH:14]. Reactants: CC(C)(C)c1cc(C(=O)O)ccc1O, CO, [O-]Cl, [I-], [Na+], [Na+], [Na+], [Na+], [Na+], [OH-], O=S([O-])([O-])=S. Yields the product CC(C)(C)c1cc(C(=O)O)cc(I)c1O. Starting materials: C1(=CC=CC=C1)CN1C[C@H](CC1)NCCC#N (3-[[(3S)-1-(Phenylmethyl)-3-pyrrolidinyl]amino]-propanenitrile), C1=CCC=CC1 (1,4 cyclohexadiene). The reagents and catalysts are [OH-].[OH-].[Pd+2] (palladium hydroxide on carbon). Run in C(C)O (ethanol). Run at temperature 100 celsius. Yields the product N1C[C@H](CC1)NCCC#N (3-[(3S)-3-Pyrrolidinylamino]-propanenitrile). Isolated yield 83.5%. As a reaction SMILES: C1(C[N:8]2[CH2:12][CH2:11][C@H:10]([NH:13][CH2:14][CH2:15][C:16]#[N:17])[CH2:9]2)C=CC=CC=1.C1CC=CCC=1>[OH-].[OH-].[Pd+2].C(O)C>[NH:8]1[CH2:12][CH2:11][C@H:10]([NH:13][CH2:14][CH2:15][C:16]#[N:17])[CH2:9]1 |f:2.3.4|. Procedure: 3-[[(3S)-1-(Phenylmethyl)-3-pyrrolidinyl]amino]-propanenitrile (as described in WO2000075137) (0.6 g), 20% palladium hydroxide on carbon (0.15 g), 1,4 cyclohexadiene (3 mL) and ethanol (2 mL) were loaded into a 10 mL microwave vial, capped and heated at 100° C. for 90 minutes within a single mode microwave. The reaction mixture was filtered and the volatiles removed under vacuum to afford the sub-title compound (0.304 g). Starting materials: CC(=O)OC(C)(C)C, [Li]CCCC, CC(C)NC(C)C, CCOC(=O)CF, C1CCOC1. Yields the product CC(C)(C)OC(=O)CC(=O)CF. Reaction SMILES: [C:13]([CH3:14])(=[O:15])[O:16][C:17]([CH3:18])([CH3:19])[CH3:20].[CH2:8]([Li:9])[CH2:10][CH2:11][CH3:12].[CH:1]([NH:2][CH:3]([CH3:4])[CH3:5])([CH3:6])[CH3:7].[F:21][CH2:22][C:23](=[O:24])[O:25][CH2:26][CH3:27].[O:28]1[CH2:29][CH2:30][CH2:31][CH2:32]1>>[C:13]([CH2:14][C:23]([CH2:22][F:21])=[O:24])(=[O:15])[O:16][C:17]([CH3:18])([CH3:19])[CH3:20]. Reactants: C1(=CC(=CC=C1)CN1C(=NC2=C1C=CC(=C2)OCC2=NC1=CC=CC=C1C=C2)CC2(CCCC2)C(=O)OC)C2=CC=CC=C2 (methyl 1-((1-([1,1′-biphenyl]-3-ylmethyl)-5-(quinolin-2-ylmethoxy)-1H-benzo[d]imidazol-2-yl)methyl)cyclopentane-carboxylate), C1CCOC1 (THF), Cl (HCl), [Li+].[OH-] (LiOH). Run in CO (MeOH), C(Cl)Cl (DCM), O (water). Conditions: temperature 80 celsius, time 1 hour. Yields the product C1(=CC(=CC=C1)CN1C(=NC2=C1C=CC(=C2)OCC2=NC1=CC=CC=C1C=C2)CC2(CCCC2)C(=O)O)C2=CC=CC=C2 (1-{[1-(Biphenyl-3-ylmethyl)-5-(quinolin-2-ylmethoxy)-1H-benzimidazol-2-yl]methyl}cyclopentanecarboxylic acid). RXN SMILES: [C:1]1([C:39]2[CH:44]=[CH:43][CH:42]=[CH:41][CH:40]=2)[CH:6]=[CH:5][CH:4]=[C:3]([CH2:7][N:8]2[C:12]3[CH:13]=[CH:14][C:15]([O:17][CH2:18][C:19]4[CH:28]=[CH:27][C:26]5[C:21](=[CH:22][CH:23]=[CH:24][CH:25]=5)[N:20]=4)=[CH:16][C:11]=3[N:10]=[C:9]2[CH2:29][C:30]2([C:35]([O:37]C)=[O:36])[CH2:34][CH2:33][CH2:32][CH2:31]2)[CH:2]=1.C1COCC1.[Li+].[OH-].Cl>C(Cl)Cl.O.CO>[C:1]1([C:39]2[CH:40]=[CH:41][CH:42]=[CH:43][CH:44]=2)[CH:6]=[CH:5][CH:4]=[C:3]([CH2:7][N:8]2[C:12]3[CH:13]=[CH:14][C:15]([O:17][CH2:18][C:19]4[CH:28]=[CH:27][C:26]5[C:21](=[CH:22][CH:23]=[CH:24][CH:25]=5)[N:20]=4)=[CH:16][C:11]=3[N:10]=[C:9]2[CH2:29][C:30]2([C:35]([OH:37])=[O:36])[CH2:34][CH2:33][CH2:32][CH2:31]2)[CH:2]=1 |f:2.3|. Procedure: To a 20 mL vial were added methyl 1-((1-([1,1′-biphenyl]-3-ylmethyl)-5-(quinolin-2-ylmethoxy)-1H-benzo[d]imidazol-2-yl)methyl)cyclopentane-carboxylate (51.4 mg, 0.08 mmol), THF (1 mL) and MeOH (1 mL) followed by with LiOH (1 mL, 1 M). The reaction mixture was capped and heated to 80° C. for 3 h. The mixture was cooled to RT, water (5 mL) was added and the pH was adjusted to ˜4 using 1 M HCl. To the mixture was added DCM (5 mL) and the mixture was stirred for 1 h at RT. The organic layer was sepa... The reactants are N1CCC(CC1)NC(=O)C=1NC2=CC=CC(=C2C1)OCC1CCC1 (4-cyclobutylmethoxy-1H-indole-2-carboxylic acid piperidin-4-ylamide), [C@H]1(CCCN2CCCC[C@H]12)CO ((1R,9aR)-1-(octahydro-quinolizin-1-yl)-methanol). The product is [C@H]1(CCCN2CCCC[C@H]12)CN1CCC(CC1)NC(=O)C=1NC2=CC=CC(=C2C1)OCC1CCC1 (4-Cyclobutylmethoxy-1H-indole-2-carboxylic acid {1-[(1S,9aR)-1-(octahydro-quinolizin-1-yl)methyl]-piperidin-4-yl}-amide). As a reaction SMILES: [NH:1]1[CH2:6][CH2:5][CH:4]([NH:7][C:8]([C:10]2[NH:11][C:12]3[C:17]([CH:18]=2)=[C:16]([O:19][CH2:20][CH:21]2[CH2:24][CH2:23][CH2:22]2)[CH:15]=[CH:14][CH:13]=3)=[O:9])[CH2:3][CH2:2]1.[C@H:25]1([CH2:35]O)[C@@H:34]2[N:29]([CH2:30][CH2:31][CH2:32][CH2:33]2)[CH2:28][CH2:27][CH2:26]1>>[C@H:25]1([CH2:35][N:1]2[CH2:6][CH2:5][CH:4]([NH:7][C:8]([C:10]3[NH:11][C:12]4[C:17]([CH:18]=3)=[C:16]([O:19][CH2:20][CH:21]3[CH2:24][CH2:23][CH2:22]3)[CH:15]=[CH:14][CH:13]=4)=[O:9])[CH2:3][CH2:2]2)[C@@H:34]2[N:29]([CH2:30][CH2:31][CH2:32][CH2:33]2)[CH2:28][CH2:27][CH2:26]1. Procedure: This compound is synthesized from 4-cyclobutylmethoxy-1H-indole-2-carboxylic acid piperidin-4-ylamide, 162 (preparation see below) and (1R,9aR)-1-(octahydro-quinolizin-1-yl)-methanol analogously to the method described in example 127.